From a dataset of the Open Reaction Database (ORD), a public repository of structured organic reaction records. describe an organic reaction: reactants, conditions, products, and yield Reactants: CC(C)(C)OC(=O)NCCCNC(=O)Nc1cccc([N+](=O)[O-])c1, [Na+], O=C([O-])O, O=C(O)C(F)(F)F. The product is NCCCNC(=O)Nc1cccc([N+](=O)[O-])c1. As a reaction SMILES: [C:1]([O:2][C:3](=[O:4])[NH:7][CH2:8][CH2:9][CH2:10][NH:11][C:12](=[O:13])[NH:14][c:15]1[cH:16][c:17]([N+:21](=[O:22])[O-:23])[cH:18][cH:19][cH:20]1)([CH3:5])([CH3:6])[CH3:24].[Na+:36].[O-:32][C:33]([OH:34])=[O:35].[OH:25][C:26]([C:27]([F:28])([F:29])[F:30])=[O:31]>>[NH2:7][CH2:8][CH2:9][CH2:10][NH:11][C:12](=[O:13])[NH:14][c:15]1[cH:16][c:17]([N+:21](=[O:22])[O-:23])[cH:18][cH:19][cH:20]1. The product is COC=C(C(=O)OC)c1ccccc1Oc1cc(Oc2ccccc2C#N)ncn1. Reaction SMILES: [C:2](#[N:3])[c:4]1[c:5]([OH:10])[cH:6][cH:7][cH:8][cH:9]1.[CH3:38][c:39]1[cH:40][cH:41][cH:42][cH:43][cH:44]1.[Cl-:11].[Cl:15][c:16]1[cH:17][c:18]([O:22][c:23]2[c:24]([C:29]([C:30](=[O:31])[O:32][CH3:33])=[CH:34][O:35][CH3:36])[cH:25][cH:26][cH:27][cH:28]2)[n:19][cH:20][n:21]1.[K+:12].[K+:14].[K:1].[OH-:13].[OH2:37]>>[C:2](#[N:3])[c:4]1[c:5]([O:10][c:16]2[cH:17][c:18]([O:22][c:23]3[c:24]([C:29]([C:30](=[O:31])[O:32][CH3:33])=[CH:34][O:35][CH3:36])[cH:25][cH:26][cH:27][cH:28]3)[n:19][cH:20][n:21]2)[cH:6][cH:7][cH:8][cH:9]1. Starting materials: N#Cc1ccccc1O, Cc1ccccc1, [Cl-], COC=C(C(=O)OC)c1ccccc1Oc1cc(Cl)ncn1, [K+], [K+], [K], [OH-], O. Starting materials: O=C(OCCOCCO)c1ccccc1, O=C([O-])O, ClCCl, O=C1CCC(=O)N1I, [Na+], c1ccc(P(c2ccccc2)c2ccccc2)cc1. Yields the product O=C(OCCOCCI)c1ccccc1. RXN SMILES: [C:1]([c:2]1[cH:3][cH:4][cH:5][cH:6][cH:7]1)(=[O:8])[O:9][CH2:10][CH2:11][O:12][CH2:13][CH2:14][OH:15].[C:43](=[O:44])([O-:45])[OH:46].[Cl:48][CH2:49][Cl:50].[I:16][N:17]1[C:18](=[O:19])[CH2:20][CH2:21][C:22]1=[O:23].[Na+:47].[c:24]1([P:25]([c:26]2[cH:27][cH:28][cH:29][cH:30][cH:31]2)[c:32]2[cH:33][cH:34][cH:35][cH:36][cH:37]2)[cH:38][cH:39][cH:40][cH:41][cH:42]1>>[C:1]([c:2]1[cH:3][cH:4][cH:5][cH:6][cH:7]1)(=[O:8])[O:9][CH2:10][CH2:11][O:12][CH2:13][CH2:14][I:16]. Product: C(C=C)N1C=C(C2=CC=CC(=C12)Br)C1C(NC(C1C1=CNC2=CC=CC=C12)=O)=O (3-(1-allyl-7-bromo-1H-indol-3-yl)-4-(1H-indol-3-yl)-pyrrolidine-2,5-dione). Solvent: CO (methanol). RXN SMILES: [CH2:1]([N:4]1[C:12]2[C:7](=[CH:8][CH:9]=[CH:10][C:11]=2[Br:13])[C:6]([C:14]2[C:15](=[O:29])[NH:16][C:17](=[O:28])[C:18]=2[C:19]2[C:27]3[C:22](=[CH:23][CH:24]=[CH:25][CH:26]=3)[NH:21][CH:20]=2)=[CH:5]1)[CH:2]=[CH2:3]>CO>[CH2:1]([N:4]1[C:12]2[C:7](=[CH:8][CH:9]=[CH:10][C:11]=2[Br:13])[C:6]([CH:14]2[CH:18]([C:19]3[C:27]4[C:22](=[CH:23][CH:24]=[CH:25][CH:26]=4)[NH:21][CH:20]=3)[C:17](=[O:28])[NH:16][C:15]2=[O:29])=[CH:5]1)[CH:2]=[CH2:3]. Starting materials: C(C=C)N1C=C(C2=CC=CC(=C12)Br)C=1C(NC(C1C1=CNC2=CC=CC=C12)=O)=O (3-(1-allyl-7-bromo-1H-indol-3-yl)-4-(1H-indol-3-yl)-pyrrole-2,5-dione). Reported procedure: (±)-Trans-3-(5,6-dihydro-4H-pyrrolo[3,2,1-ij]quinolin-1-yl)-4(1H-indol-3-yl)pyrrolidine-2,5-dione may be prepared by reacting 1-allyl-7-bromo-1H-indole with (COCl)2 (oxalyl chloride) and sodium methoxide in a polar aprotic solvent such as dichloromethane to yield (1-allyl-7-bromo-1H-indol-3-yl)-oxo-acetic acid methyl ester, which is subsequently reacted with 2-(1H-indol-3-yl)-acetamide and tBuOK (potassium tert-butoxide) in THF to yield 3-(1-allyl-7-bromo-1H-indol-3-yl)-4-(1H-indol-3-yl)-pyrrole...